From a dataset of the Open Reaction Database (ORD), a public repository of structured organic reaction records. describe an organic reaction: reactants, conditions, products, and yield The reactants are CO, CC(=O)NCC1CN(c2ccc(C3CCN(Cc4ccccc4)C3)c(F)c2)C(=O)O1, [OH-], [OH-], [Pd+2]. The product is CC(=O)NCC1CN(c2ccc(C3CCNC3)c(F)c2)C(=O)O1. Reaction SMILES: [CH3:31][OH:32].[F:1][c:2]1[cH:3][c:4]([N:20]2[C:21](=[O:30])[O:22][CH:23]([CH2:25][NH:26][C:27]([CH3:28])=[O:29])[CH2:24]2)[cH:5][cH:6][c:7]1[CH:8]1[CH2:9][N:10]([CH2:13][c:14]2[cH:15][cH:16][cH:17][cH:18][cH:19]2)[CH2:11][CH2:12]1.[OH-:33].[OH-:35].[Pd+2:34]>>[F:1][c:2]1[cH:3][c:4]([N:20]2[C:21](=[O:30])[O:22][CH:23]([CH2:25][NH:26][C:27]([CH3:28])=[O:29])[CH2:24]2)[cH:5][cH:6][c:7]1[CH:8]1[CH2:9][NH:10][CH2:11][CH2:12]1. The reactants are CC(=O)[O-], Cc1ccccc1, C1CC[NH2+]CC1, O=C1CSC(=O)N1, O=Cc1ccc2c(c1)CN(c1nc3ccccc3o1)CCO2. The product is O=C1NC(=O)C(=Cc2ccc3c(c2)CN(c2nc4ccccc4o2)CCO3)S1. Reaction SMILES: [C:30]([O-:31])(=[O:32])[CH3:33].[CH3:40][c:41]1[cH:42][cH:43][cH:44][cH:45][cH:46]1.[NH2+:34]1[CH2:35][CH2:36][CH2:37][CH2:38][CH2:39]1.[S:23]1[C:24](=[O:29])[NH:25][C:26](=[O:28])[CH2:27]1.[o:1]1[c:2]([N:10]2[CH2:11][CH2:12][O:13][c:14]3[c:15]([cH:17][c:18]([CH:21]=[O:22])[cH:19][cH:20]3)[CH2:16]2)[n:3][c:4]2[c:5]1[cH:6][cH:7][cH:8][cH:9]2>>[o:1]1[c:2]([N:10]2[CH2:11][CH2:12][O:13][c:14]3[c:15]([cH:17][c:18]([CH:21]=[C:27]4[S:23][C:24](=[O:29])[NH:25][C:26]4=[O:28])[cH:19][cH:20]3)[CH2:16]2)[n:3][c:4]2[c:5]1[cH:6][cH:7][cH:8][cH:9]2. Starting materials: O=C([O-])CCC(=O)OCCCl, ClCCl, CN(C)c1ccncc1, C(=NC1CCCCC1)=NC1CCCCC1, Cn1c(C(F)(F)F)cc(=O)n(-c2cc(O)c(Cl)cc2F)c1=O. Product: Cn1c(C(F)(F)F)cc(=O)n(-c2cc(OC(=O)CCC(=O)OCCCl)c(Cl)cc2F)c1=O. As a reaction SMILES: [C:23]([CH2:24][CH2:25][C:26](=[O:27])[O-:28])(=[O:29])[O:30][CH2:31][CH2:32][Cl:33].[CH2:58]([Cl:59])[Cl:60].[CH3:49][N:50]([CH3:51])[c:52]1[cH:53][cH:54][n:55][cH:56][cH:57]1.[CH:34]1([N:35]=[C:36]=[N:37][CH:38]2[CH2:39][CH2:40][CH2:41][CH2:42][CH2:43]2)[CH2:44][CH2:45][CH2:46][CH2:47][CH2:48]1.[Cl:1][c:2]1[cH:3][c:4]([F:22])[c:5](-[n:9]2[c:10](=[O:21])[n:11]([CH3:20])[c:12]([C:16]([F:17])([F:18])[F:19])[cH:13][c:14]2=[O:15])[cH:6][c:7]1[OH:8]>>[Cl:1][c:2]1[cH:3][c:4]([F:22])[c:5](-[n:9]2[c:10](=[O:21])[n:11]([CH3:20])[c:12]([C:16]([F:17])([F:18])[F:19])[cH:13][c:14]2=[O:15])[cH:6][c:7]1[O:8][C:26]([CH2:25][CH2:24][C:23](=[O:29])[O:30][CH2:31][CH2:32][Cl:33])=[O:27]. Reactants: [Si](O)(O)(O)O (silicic acid), O=[Al-]=O.[Na+] (sodium aluminate). Solvent: O (water). Product: O.[O-2].[O-2].[O-2].[O-2].[O-2].[O-2].[Na+].[Na+].[Al+3].[Al+3].[Si+4] (zeolite A). As a reaction SMILES: [Si:1](O)(O)(O)[OH:2].[O:6]=[Al-:7]=O.[Na+:9]>O>[OH2:2].[O-2:6].[O-2:2].[O-2:2].[O-2:2].[O-2:2].[O-2:2].[Na+:9].[Na+:9].[Al+3:7].[Al+3:7].[Si+4:1] |f:1.2,4.5.6.7.8.9.10.11.12.13.14.15|. Procedure details: 30 g of silicic acid gel are reacted with 41 g sodium aluminate (NaAlO2) in a dilute aqueous solution (or suspension) in a round bottom flask with mechanical paddle agitator. The volume of water for dilution is chosen such that the pH of the mixture is 13.5 measured electrometrically. The sodiumaluminosilicate precipitated during the reaction is subjected to crystallization at 100°C for 92 hours. A crystalline zeolite A of the following specification is obtained: Starting materials: Br, COC(=O)N1CCC(c2cc(=O)[nH]o2)CC1Cc1c(F)cccc1F. The product is O=c1cc(C2CCNC(Cc3c(F)cccc3F)C2)o[nH]1. Reaction SMILES: [BrH:26].[F:1][c:2]1[c:3]([CH2:4][CH:5]2[N:6]([C:17]([O:18][CH3:19])=[O:20])[CH2:7][CH2:8][CH:9]([c:11]3[cH:12][c:13](=[O:16])[nH:14][o:15]3)[CH2:10]2)[c:21]([F:25])[cH:22][cH:23][cH:24]1>>[F:1][c:2]1[c:3]([CH2:4][CH:5]2[NH:6][CH2:7][CH2:8][CH:9]([c:11]3[cH:12][c:13](=[O:16])[nH:14][o:15]3)[CH2:10]2)[c:21]([F:25])[cH:22][cH:23][cH:24]1. The reactants are BrC=1N=C2C(=NC1)N(C=C2)COCC[Si](C)(C)C (2-bromo-5-(2-trimethylsilanyl-ethoxymethyl)-5H-pyrrolo[2,3-b]pyrazine), C(C#C)N1CCS(CC1)(=O)=O (4-propargyl-thiomorpholine-1,1-dioxide), C1CCC2=NCCCN2CC1 (DBU). The reagents and catalysts are [Cu](I)I (copper iodide), Cl[Pd]([P](C1=CC=CC=C1)(C2=CC=CC=C2)C3=CC=CC=C3)([P](C4=CC=CC=C4)(C5=CC=CC=C5)C6=CC=CC=C6)Cl (dichlorobis-(triphenylphosphine)palladium (II)). Solvent: CC(=O)N(C)C (dimethyl acetamide). Conditions: temperature 80 celsius, time 12 hour. Yields the product C(C)S(=O)(=O)CCN(C1=CC=C2C=NC=3N(C=CC3N12)COCC[Si](C)(C)C)C ((2-ethanesulfonyl-ethyl)-methyl-[3-(2-trimethylsilanyl-ethoxymethyl)-3H-3,4,8a-triaza-as-indacen-8-yl]-amine). Isolated yield 59.0%. Reaction SMILES: Br[C:2]1[N:3]=[C:4]2[CH:10]=[CH:9][N:8]([CH2:11][O:12][CH2:13][CH2:14][Si:15]([CH3:18])([CH3:17])[CH3:16])[C:5]2=[N:6][CH:7]=1.[CH2:19]([N:22]1[CH2:27][CH2:26][S:25](=[O:29])(=[O:28])[CH2:24][CH2:23]1)[C:20]#[CH:21].[CH2:30]1CCN2C(=NCCC2)CC1>CC(N(C)C)=O.[Cu](I)I.Cl[Pd](Cl)([P](C1C=CC=CC=1)(C1C=CC=CC=1)C1C=CC=CC=1)[P](C1C=CC=CC=1)(C1C=CC=CC=1)C1C=CC=CC=1>[CH2:24]([S:25]([CH2:26][CH2:27][N:22]([CH3:30])[C:19]1[N:3]2[C:2]([CH:7]=[N:6][C:5]3[N:8]([CH2:11][O:12][CH2:13][CH2:14][Si:15]([CH3:18])([CH3:17])[CH3:16])[CH:9]=[CH:10][C:4]=32)=[CH:21][CH:20]=1)(=[O:29])=[O:28])[CH3:23] |^1:52,71|. Procedure details: A flask was charged with 2-bromo-5-(2-trimethylsilanyl-ethoxymethyl)-5H-pyrrolo[2,3-b]pyrazine (295 mg, 0.9 mmol), 4-propargyl-thiomorpholine-1,1-dioxide (commercial, 156 mg, 0.9 mmol), copper iodide (17 mg, 0.09 mmol), dichlorobis-(triphenylphosphine)palladium (II) (13 mg, 0.018 mmol) and DBU (0.4 mL, 2.7 mmol) in dry dimethyl acetamide (3 mL). The mixture was vacuum degassed and heated to 80° C. under argon. After 1.5 hours the material was warmed to 120° C. and stirred for 12 hours. The mixtu... The reactants are FC1=C(C#N)C=CC=C1 (2-fluorobenzonitrile), CN1CCNCCC1 (4-methylhomopiperazine). Product: CN1CCN(CCC1)C1=C(C#N)C=CC=C1 (2-(4-Methyl-1-homopiperazinyl)benzonitrile). As a reaction SMILES: F[C:2]1[CH:9]=[CH:8][CH:7]=[CH:6][C:3]=1[C:4]#[N:5].[CH3:10][N:11]1[CH2:17][CH2:16][CH2:15][NH:14][CH2:13][CH2:12]1>>[CH3:10][N:11]1[CH2:17][CH2:16][CH2:15][N:14]([C:2]2[CH:9]=[CH:8][CH:7]=[CH:6][C:3]=2[C:4]#[N:5])[CH2:13][CH2:12]1. Procedure: According to a similar manner to that in Reference Example 12, the title compound was synthesized from 2-fluorobenzonitrile and 4-methylhomopiperazine. As a reaction SMILES: [Al+3:49].[CH2:1]([N:2]1[CH2:3][CH2:4][CH:5]([CH:6]([OH:7])[CH3:8])[CH:9]([c:10]2[cH:11][cH:12][c:13]([Cl:14])[cH:15][cH:16]2)[CH2:17]1)[c:18]1[cH:19][cH:20][cH:21][cH:22][cH:23]1.[CH2:24]([c:25]1[cH:26][cH:27][cH:28][cH:29][cH:30]1)[N:31]1[CH2:32][CH:33]([c:40]2[cH:41][c:42]([F:47])[c:43]([F:46])[cH:44][cH:45]2)[CH:34]([C:37]([CH3:38])=[O:39])[CH2:35][CH2:36]1.[H-:48].[H-:51].[H-:52].[H-:53].[Li+:50]>>[CH2:24]([c:25]1[cH:26][cH:27][cH:28][cH:29][cH:30]1)[N:31]1[CH2:32][CH:33]([c:40]2[cH:41][c:42]([F:47])[c:43]([F:46])[cH:44][cH:45]2)[CH:34]([CH:37]([CH3:38])[OH:39])[CH2:35][CH2:36]1. Product: CC(O)C1CCN(Cc2ccccc2)CC1c1ccc(F)c(F)c1. Starting materials: [Al+3], CC(O)C1CCN(Cc2ccccc2)CC1c1ccc(Cl)cc1, CC(=O)C1CCN(Cc2ccccc2)CC1c1ccc(F)c(F)c1, [H-], [H-], [H-], [H-], [Li+]. The reactants are I(=O)(=O)(=O)[O-].[Na+] (sodium periodate), C(C)(C)(C)OC(=O)N1C([C@@H](C[C@H]1CO)C)=O ((3R,5S)-1-t-butoxycarbonyl-5-hydroxymethyl-3-methylpyrrolidine-2-one), C(C)#N.C(Cl)(Cl)(Cl)Cl.O (acetonitrile carbon tetrachloride water), ClCCl (dichloromethane). The reagents and catalysts are [Ru](Cl)(Cl)Cl (ruthenium trichloride). Solvent: [Cl-].[Na+].O (brine). Run at time 2 hour. The product is C(C)(C)(C)OC(=O)N1C([C@@H](C[C@H]1C(=O)O)C)=O ((3R,5S)-1-t-Butoxycarbonyl-5-carboxy-3 -methylpyrrolidine-2-one). The yield is 54.0%. Reaction SMILES: [C:1]([O:5][C:6]([N:8]1[C@H:12]([CH2:13][OH:14])[CH2:11][C@@H:10]([CH3:15])[C:9]1=[O:16])=[O:7])([CH3:4])([CH3:3])[CH3:2].C(#N)C.C(Cl)(Cl)(Cl)Cl.O.I([O-])(=O)(=O)=[O:27].[Na+].ClCCl>[Cl-].[Na+].O.[Ru](Cl)(Cl)Cl>[C:1]([O:5][C:6]([N:8]1[C@H:12]([C:13]([OH:27])=[O:14])[CH2:11][C@@H:10]([CH3:15])[C:9]1=[O:16])=[O:7])([CH3:4])([CH3:2])[CH3:3] |f:1.2.3,4.5,7.8.9|. Procedure details: To a solution of (3R,5S)-1-t-butoxycarbonyl-5-hydroxymethyl-3-methylpyrrolidine-2-one in a solvent mixture of acetonitrile:carbon tetrachloride:water (2:2:3, 266 mL) was added sodium periodate (3 eq, 24.0 g) and ruthenium trichloride (2.2 mol %, 0.174 g). The solution was stirred 2 hr at room temperature and then diluted by the addition of dichloromethane (500 mL) and brine (200 mL). The organic phase was separated and the aqueous phase was extracted with dichloromethane (3 x 200 mL). The combin...